This data is from the Open Reaction Database (ORD), a public repository of structured organic reaction records. The task is: describe an organic reaction: reactants, conditions, products, and yield Starting materials: ClC1=NC2=NC(=C(N=C2C(=N1)N1CCOCC1)Cl)N1CCS(CC1)=O (2,6-dichloro-4-morpholino-7-(1-oxido-thiomorpholino)pteridine), N1CCNCC1 (piperazine). The product is ClC=1N=C2C(=NC(=NC2=NC1N1CCS(CC1)=O)N1CCNCC1)N1CCOCC1 (6-Chloro-4-morpholino-7-(1-oxido-thiomorpholino)-2-piperazino-pteridine). Reaction SMILES: Cl[C:2]1[N:11]=[C:10]([N:12]2[CH2:17][CH2:16][O:15][CH2:14][CH2:13]2)[C:9]2[C:4](=[N:5][C:6]([N:19]3[CH2:24][CH2:23][S:22](=[O:25])[CH2:21][CH2:20]3)=[C:7]([Cl:18])[N:8]=2)[N:3]=1.[NH:26]1[CH2:31][CH2:30][NH:29][CH2:28][CH2:27]1>>[Cl:18][C:7]1[N:8]=[C:9]2[C:4](=[N:5][C:6]=1[N:19]1[CH2:24][CH2:23][S:22](=[O:25])[CH2:21][CH2:20]1)[N:3]=[C:2]([N:26]1[CH2:31][CH2:30][NH:29][CH2:28][CH2:27]1)[N:11]=[C:10]2[N:12]1[CH2:17][CH2:16][O:15][CH2:14][CH2:13]1. Reported procedure: This compound was prepared analogous to Example 1 from 2,6-dichloro-4-morpholino-7-(1-oxido-thiomorpholino)pteridine and piperazine. Procedure: 5,6-Dichloro-N—((R)-1-((S)-4-(4-chlorophenyl)-4-hydroxy-3,3-dimethylpiperidin-1-yl)-3-methyl-1-oxobutan-2-yl)nicotinamide (35 mg, 0.068 mmol), 0.5 mL DMF, and sodium phenolate (9.51 mg, 0.08 mmol) was heated for 1 hr at 120° C. Example 624 was isolated as a white solid by preparative reverse phase HPLC (13.7 mg, 35.2% yield), M+H=570.07. Isolated yield 35.2%. Run in CN(C)C=O (DMF). The reactants are ClC=1C(=NC=C(C(=O)N[C@@H](C(=O)N2CC([C@@](CC2)(O)C2=CC=C(C=C2)Cl)(C)C)C(C)C)C1)Cl (5,6-Dichloro-N—((R)-1-((S)-4-(4-chlorophenyl)-4-hydroxy-3,3-dimethylpiperidin-1-yl)-3-methyl-1-oxobutan-2-yl)nicotinamide), C1(=CC=CC=C1)[O-].[Na+] (sodium phenolate). Yields the product ClC=1C(=NC=C(C(=O)N[C@@H](C(=O)N2CC([C@@](CC2)(O)C2=CC=C(C=C2)Cl)(C)C)C(C)C)C1)OC1=CC=CC=C1 (5-Chloro-N—((R)-1-((S)-4-(4-chlorophenyl)-4-hydroxy-3,3-dimethylpiperidin-1-yl)-3-methyl-1-oxobutan-2-yl)-6-phenoxynicotinamide). As a reaction SMILES: [Cl:1][C:2]1[C:3](Cl)=[N:4][CH:5]=[C:6]([CH:32]=1)[C:7]([NH:9][C@H:10]([CH:29]([CH3:31])[CH3:30])[C:11]([N:13]1[CH2:18][CH2:17][C@@:16]([C:20]2[CH:25]=[CH:24][C:23]([Cl:26])=[CH:22][CH:21]=2)([OH:19])[C:15]([CH3:28])([CH3:27])[CH2:14]1)=[O:12])=[O:8].[C:34]1([O-:40])[CH:39]=[CH:38][CH:37]=[CH:36][CH:35]=1.[Na+]>CN(C=O)C>[Cl:1][C:2]1[C:3]([O:40][C:34]2[CH:39]=[CH:38][CH:37]=[CH:36][CH:35]=2)=[N:4][CH:5]=[C:6]([CH:32]=1)[C:7]([NH:9][C@H:10]([CH:29]([CH3:30])[CH3:31])[C:11]([N:13]1[CH2:18][CH2:17][C@@:16]([C:20]2[CH:25]=[CH:24][C:23]([Cl:26])=[CH:22][CH:21]=2)([OH:19])[C:15]([CH3:28])([CH3:27])[CH2:14]1)=[O:12])=[O:8] |f:1.2|. The product is NC=1N=C(C2=C(N1)N(C(C(=C2)C#C)=O)CC)C (2-amino-8-ethyl-6-ethynyl-4-methylpyrido[2,3-d]pyrimidin-7(8H)-one). Conditions: time 16 hour. As a reaction SMILES: C(=O)([O-])[O-].[K+].[K+].[NH2:7][C:8]1[N:9]=[C:10]([CH3:27])[C:11]2[CH:17]=[C:16]([C:18]#[C:19][Si](C)(C)C)[C:15](=[O:24])[N:14]([CH2:25][CH3:26])[C:12]=2[N:13]=1>CO>[NH2:7][C:8]1[N:9]=[C:10]([CH3:27])[C:11]2[CH:17]=[C:16]([C:18]#[CH:19])[C:15](=[O:24])[N:14]([CH2:25][CH3:26])[C:12]=2[N:13]=1 |f:0.1.2|. Procedure details: Potassium carbonate (1.00 g, 7.28 mmol) was added to a flask charged with 2-amino-8-ethyl-4-methyl-6-((trimethylsilyl)ethynyl)pyrido[2,3-d]pyrimidin-7(8H)-one (1.09 g, 3.64 mmol) in anhydrous methanol (15 mL). The reaction was stirred at room temperature under nitrogen for 16 h. The reaction was concentrated to one half volume and the yellow precipitate collected by vacuum filtration to afford 2-amino-8-ethyl-6-ethynyl-4-methylpyrido[2,3-d]pyrimidin-7(8H)-one. Reactants: C([O-])([O-])=O.[K+].[K+] (Potassium carbonate), NC=1N=C(C2=C(N1)N(C(C(=C2)C#C[Si](C)(C)C)=O)CC)C (2-amino-8-ethyl-4-methyl-6-((trimethylsilyl)ethynyl)pyrido[2,3-d]pyrimidin-7(8H)-one). The solvent is CO (methanol). Reactants: Cl, C1CCOC1, O, COCN(c1nc(-c2cccc(-c3ccccc3)c2)cs1)S(=O)(=O)c1ccc(C)cc1. The product is Cc1ccc(S(=O)(=O)Nc2nc(-c3cccc(-c4ccccc4)c3)cs2)cc1. RXN SMILES: [ClH:32].[O:34]1[CH2:35][CH2:36][CH2:37][CH2:38]1.[OH2:33].[c:1]1(-[c:26]2[cH:27][cH:28][cH:29][cH:30][cH:31]2)[cH:2][c:3](-[c:7]2[n:8][c:9]([N:12]([S:13](=[O:14])(=[O:15])[c:16]3[cH:17][cH:18][c:19]([CH3:22])[cH:20][cH:21]3)[CH2:23][O:24][CH3:25])[s:10][cH:11]2)[cH:4][cH:5][cH:6]1>>[c:1]1(-[c:26]2[cH:27][cH:28][cH:29][cH:30][cH:31]2)[cH:2][c:3](-[c:7]2[n:8][c:9]([NH:12][S:13](=[O:14])(=[O:15])[c:16]3[cH:17][cH:18][c:19]([CH3:22])[cH:20][cH:21]3)[s:10][cH:11]2)[cH:4][cH:5][cH:6]1. Starting materials: O=C(Cl)Oc1ccc([N+](=O)[O-])cc1, ClCCl, O=[N+]([O-])OCC(CCCCO)O[N+](=O)[O-], O, c1ccncc1. Yields the product O=C(OCCCCC(CO[N+](=O)[O-])O[N+](=O)[O-])Oc1ccc([N+](=O)[O-])cc1. Reaction SMILES: [Cl:16][C:17](=[O:18])[O:19][c:20]1[cH:21][cH:22][c:23]([N+:26](=[O:27])[O-:28])[cH:24][cH:25]1.[Cl:35][CH2:36][Cl:37].[N+:1](=[O:2])([O:3][CH2:4][CH:5]([CH2:6][CH2:7][CH2:8][CH2:9][OH:10])[O:11][N+:12](=[O:13])[O-:14])[O-:15].[OH2:38].[cH:29]1[cH:30][cH:31][n:32][cH:33][cH:34]1>>[N+:1](=[O:2])([O:3][CH2:4][CH:5]([CH2:6][CH2:7][CH2:8][CH2:9][O:10][C:17](=[O:18])[O:19][c:20]1[cH:21][cH:22][c:23]([N+:26](=[O:27])[O-:28])[cH:24][cH:25]1)[O:11][N+:12](=[O:13])[O-:14])[O-:15]. Starting materials: C(=O)(O)C=1N=C(SC1)[C@H]1N(C[C@@H](C1)OS(=O)(=O)C)C(=O)OCC1=CC=C(C=C1)[N+](=O)[O-] ((2S,4R)-2-(4-carboxythiazol-2-yl) -4-methanesulfonyloxy-1-(4-nitrobenzyloxycarbonyl) pyrrolidine), CN(C=O)C (dimethylformamide), O.N (ammonia water), P(=O)(Cl)(Cl)Cl (phosphorus oxychloride). Solvent: O1CCCC1 (tetrahydrofuran), O1CCCC1 (tetrahydrofuran). Reaction conditions: time 30 minute. Product: (2S, 4R)-2-(4-carbamoylthiazol)-2-yl, CS(=O)(=O)OC1CCN(C1)C(=O)OCC1=CC=C(C=C1)[N+](=O)[O-] (4-methanesulfonyloxy-1-(4-nitrobenzyloxycarbonyl)pyrrolidine). Yield: 124.5%. As a reaction SMILES: CN(C)C=O.P(Cl)(Cl)(Cl)=O.C(C1N=C([C@@H:19]2[CH2:23][C@@H:22]([O:24][S:25]([CH3:28])(=[O:27])=[O:26])[CH2:21][N:20]2[C:29]([O:31][CH2:32][C:33]2[CH:38]=[CH:37][C:36]([N+:39]([O-:41])=[O:40])=[CH:35][CH:34]=2)=[O:30])SC=1)(O)=O.O.N>O1CCCC1>[CH3:28][S:25]([O:24][CH:22]1[CH2:21][N:20]([C:29]([O:31][CH2:32][C:33]2[CH:38]=[CH:37][C:36]([N+:39]([O-:41])=[O:40])=[CH:35][CH:34]=2)=[O:30])[CH2:19][CH2:23]1)(=[O:26])=[O:27] |f:3.4|. Procedure: To a mixture of dimethylformamide (0.45 ml) and tetrahydrofuran (10 ml) was dropwise added phosphorus oxychloride (0.46 ml) at -5°∫5° C., and the mixture was stirred at the same temperature for 30 minutes. To the mixture was added a solution of (2S,4R)-2-(4-carboxythiazol-2-yl) -4-methanesulfonyloxy-1-(4-nitrobenzyloxycarbonyl) pyrrolidine (1.54 g) in tetrahydrofuran (20 ml) at -5°∫5° C., followed by stirring at the same temperature for 30 minutes. The mixture was dropwise added to concentrated ... Starting materials: O=[N+]([O-])c1cnc2cc(Br)ccc2c1Cl, CC1(C)OCC(CN)O1, CCO, ClCCl. Yields the product CC1(C)OCC(CNc2c([N+](=O)[O-])cnc3cc(Br)ccc23)O1. RXN SMILES: [Br:1][c:2]1[cH:3][cH:4][c:5]2[c:6]([Cl:15])[c:7]([N+:12](=[O:13])[O-:14])[cH:8][n:9][c:10]2[cH:11]1.[CH3:16][C:17]1([CH3:24])[O:18][CH2:19][CH:20]([CH2:22][NH2:23])[O:21]1.[CH3:25][CH2:26][OH:27].[Cl:28][CH2:29][Cl:30]>>[Br:1][c:2]1[cH:3][cH:4][c:5]2[c:6]([NH:23][CH2:22][CH:20]3[CH2:19][O:18][C:17]([CH3:16])([CH3:24])[O:21]3)[c:7]([N+:12](=[O:13])[O-:14])[cH:8][n:9][c:10]2[cH:11]1. The reactants are ClC1=NC(=C2N=CN(C2=N1)COCC[Si](C)(C)C)Cl (2,6-dichloro-9-{[2-(trimethylsilyl)ethoxy]methyl}-9H-purine), OC=1C=C(C=CC1)NC(C=C)=O (N-(3-hydroxyphenyl)prop-2-enamide), C(=O)([O-])[O-].[K+].[K+] (K2CO3). The solvent is CN(C)C=O (DMF). Conditions: temperature 60 celsius. Product: ClC1=NC(=C2N=CN(C2=N1)COCC[Si](C)(C)C)OC=1C=C(C=CC1)NC(C=C)=O (N-{3-[(2-chloro-9-{[2-(trimethylsilyl)ethoxy]methyl}-9H-purin-6-yl)oxy]phenyl}prop-2-enamide). The yield is 84.4%. Reaction SMILES: [Cl:1][C:2]1[N:10]=[C:9]2[C:5]([N:6]=[CH:7][N:8]2[CH2:11][O:12][CH2:13][CH2:14][Si:15]([CH3:18])([CH3:17])[CH3:16])=[C:4](Cl)[N:3]=1.[OH:20][C:21]1[CH:22]=[C:23]([NH:27][C:28](=[O:31])[CH:29]=[CH2:30])[CH:24]=[CH:25][CH:26]=1.C([O-])([O-])=O.[K+].[K+]>CN(C=O)C>[Cl:1][C:2]1[N:10]=[C:9]2[C:5]([N:6]=[CH:7][N:8]2[CH2:11][O:12][CH2:13][CH2:14][Si:15]([CH3:18])([CH3:17])[CH3:16])=[C:4]([O:20][C:21]2[CH:22]=[C:23]([NH:27][C:28](=[O:31])[CH:29]=[CH2:30])[CH:24]=[CH:25][CH:26]=2)[N:3]=1 |f:2.3.4|. Procedure details: To a solution of 2,6-dichloro-9-{[2-(trimethylsilyl)ethoxy]methyl}-9H-purine (1.78 g, 5.58 mmol) and N-(3-hydroxyphenyl)prop-2-enamide (1.00 g, 6.13 mmol) in DMF (28 mL) was added K2CO3 (2.34 g, 16.7 mmol). The reaction was heated to 60° C. for 30 min, at which point LCMS showed consumption of starting material. The mixture was cooled to rt and partitioned between water and EtOAc. The layers were separated, and the aqueous layer was extracted with EtOAc twice more. The combined organics were was... Starting materials: C, CO, CCOC(C)=O, CC(C)(C)OC(=O)c1ccc([N+](=O)[O-])cc1Nc1ccc(F)cc1, [Pd]. The product is CC(C)(C)OC(=O)c1ccc(N)cc1Nc1ccc(F)cc1. RXN SMILES: [C:27].[CH3:1][OH:2].[CH3:29][CH2:30][O:31][C:32](=[O:33])[CH3:34].[F:3][c:4]1[cH:5][cH:6][c:7]([NH:8][c:9]2[c:10]([C:11](=[O:12])[O:13][C:14]([CH3:15])([CH3:16])[CH3:17])[cH:18][cH:19][c:20]([N+:22]([O-:23])=[O:24])[cH:21]2)[cH:25][cH:26]1.[Pd:28]>>[F:3][c:4]1[cH:5][cH:6][c:7]([NH:8][c:9]2[c:10]([C:11](=[O:12])[O:13][C:14]([CH3:15])([CH3:16])[CH3:17])[cH:18][cH:19][c:20]([NH2:22])[cH:21]2)[cH:25][cH:26]1.